This data is from the Open Reaction Database (ORD), a public repository of structured organic reaction records. The task is: describe an organic reaction: reactants, conditions, products, and yield The reactants are NC[C@@H]1[C@H]2C[C@H]2CN1C(=O)C=1N=C(SC1C=1C=C(C=CC1)C)C (((1S,2S,5R)-2-Aminomethyl-3-aza-bicyclo[3.1.0]hex-3-yl)-(2-methyl-5-m-tolyl-thiazol-4-yl)-methanone), N1N=C(C2=CC=CC=C12)C(=O)O (1H-Indazole-3-carboxylic acid). Yields the product CC=1SC(=C(N1)C(=O)N1[C@@H]([C@H]2C[C@H]2C1)CNC(=O)C1=NNC2=CC=CC=C12)C=1C=C(C=CC1)C (1H-Indazole-3-carboxylic Acid[(1S,2S,5R)-3-(2-methyl-5-m-tolyl-thiazole-4-carbonyl)-3-aza-bicyclo[3.1.0]hex-2-ylmethyl]-amide). As a reaction SMILES: [NH2:1][CH2:2][C@H:3]1[N:8]([C:9]([C:11]2[N:12]=[C:13]([CH3:23])[S:14][C:15]=2[C:16]2[CH:17]=[C:18]([CH3:22])[CH:19]=[CH:20][CH:21]=2)=[O:10])[CH2:7][C@H:6]2[C@@H:4]1[CH2:5]2.[NH:24]1[C:32]2[C:27](=[CH:28][CH:29]=[CH:30][CH:31]=2)[C:26]([C:33](O)=[O:34])=[N:25]1>>[CH3:23][C:13]1[S:14][C:15]([C:16]2[CH:17]=[C:18]([CH3:22])[CH:19]=[CH:20][CH:21]=2)=[C:11]([C:9]([N:8]2[CH2:7][C@H:6]3[C@H:4]([CH2:5]3)[C@H:3]2[CH2:2][NH:1][C:33]([C:26]2[C:27]3[C:32](=[CH:31][CH:30]=[CH:29][CH:28]=3)[NH:24][N:25]=2)=[O:34])=[O:10])[N:12]=1. Procedure details: prepared by reaction of ((1S,2S,5R)-2-Aminomethyl-3-aza-bicyclo[3.1.0]hex-3-yl)-(2-methyl-5-m-tolyl-thiazol-4-yl)-methanone with 1H-Indazole-3-carboxylic acid.